The task is: describe an organic reaction: reactants, conditions, products, and yield. This data is from the Open Reaction Database (ORD), a public repository of structured organic reaction records. Starting materials: C(C)(C)[Si](S)(C(C)C)C(C)C (triisopropylsilanethiol), [H-].[Na+] (NaH), FC(S(=O)(=O)OC1=CC=C2CCC(OC2=C1)C(=O)OCC)(F)F (ethyl 7-{[(trifluoromethyl)sulfonyl]oxy}chromane-2-carboxylate). Reagents/catalysts: [Pd].C1(=CC=CC=C1)P(C1=CC=CC=C1)C1=CC=CC=C1.C1(=CC=CC=C1)P(C1=CC=CC=C1)C1=CC=CC=C1.C1(=CC=CC=C1)P(C1=CC=CC=C1)C1=CC=CC=C1.C1(=CC=CC=C1)P(C1=CC=CC=C1)C1=CC=CC=C1 (tetrakis(triphenylphosphine) palladium). The solvent is C1(=CC=CC=C1)C (toluene), C1CCOC1 (THF). Run at time 30 minute. Product: C(C)(C)[Si](SC1=CC=C2CCC(OC2=C1)C(=O)OCC)(C(C)C)C(C)C (ETHYL 7-[(TRIISOPROPYLSILYL)THIO]CHROMANE-2-CARBOXYLATE). As a reaction SMILES: [H-].[Na+].[CH:3]([Si:6]([CH:11]([CH3:13])[CH3:12])([CH:8]([CH3:10])[CH3:9])[SH:7])([CH3:5])[CH3:4].FC(F)(F)S(O[C:20]1[CH:29]=[C:28]2[C:23]([CH2:24][CH2:25][CH:26]([C:30]([O:32][CH2:33][CH3:34])=[O:31])[O:27]2)=[CH:22][CH:21]=1)(=O)=O>C1(C)C=CC=CC=1.C1COCC1.[Pd].C1(P(C2C=CC=CC=2)C2C=CC=CC=2)C=CC=CC=1.C1(P(C2C=CC=CC=2)C2C=CC=CC=2)C=CC=CC=1.C1(P(C2C=CC=CC=2)C2C=CC=CC=2)C=CC=CC=1.C1(P(C2C=CC=CC=2)C2C=CC=CC=2)C=CC=CC=1>[CH:11]([Si:6]([CH:3]([CH3:5])[CH3:4])([CH:8]([CH3:10])[CH3:9])[S:7][C:20]1[CH:29]=[C:28]2[C:23]([CH2:24][CH2:25][CH:26]([C:30]([O:32][CH2:33][CH3:34])=[O:31])[O:27]2)=[CH:22][CH:21]=1)([CH3:13])[CH3:12] |f:0.1,6.7.8.9.10|. Reported procedure: To a suspension of NaH (1.02 g, 25.6 mmol, 60% in mineral oil) in toluene (60 ml) was added triisopropylsilanethiol (4.24 g, 22.3 mmol). After stirring at room temperature for 30 min, to the mixture were added a solution of ethyl 7-{[(trifluoromethyl)sulfonyl]oxy}chromane-2-carboxylate (6.07 g, 17.1 mmol) in THF (60 ml) and tetrakis(triphenylphosphine) palladium (0.39 g, 0.34 mmol), and the mixture was degassed under N2. After heating at 90° C. for 1.5 h under N2, the solvents were evaporated an... Run in CO (methanol). RXN SMILES: [Cl:1][C:2]1[CH:7]=[CH:6][C:5]([C:8]2[C:12]3[CH:13]=[CH:14][C:15]([O:17][CH:18]([CH2:24][CH2:25][CH3:26])[C:19]([O:21]CC)=[O:20])=[CH:16][C:11]=3[O:10][N:9]=2)=[CH:4][CH:3]=1.[OH-].[Na+]>CO>[Cl:1][C:2]1[CH:3]=[CH:4][C:5]([C:8]2[C:12]3[CH:13]=[CH:14][C:15]([O:17][CH:18]([CH2:24][CH2:25][CH3:26])[C:19]([OH:21])=[O:20])=[CH:16][C:11]=3[O:10][N:9]=2)=[CH:6][CH:7]=1 |f:1.2|. Reactants: ClC1=CC=C(C=C1)C1=NOC2=C1C=CC(=C2)OC(C(=O)OCC)CCC (ethyl 2-{[3-(4-chlorophenyl)-1,2-benzisoxazol-6-yl]oxy}pentanoate), [OH-].[Na+] (sodium hydroxide), ice dil hydrochloric acid. Procedure details: A solution of 3.5 g of ethyl 2-{[3-(4-chlorophenyl)-1,2-benzisoxazol-6-yl]oxy}pentanoate, 30 ml 15% sodium hydroxide and 30 ml methanol is heated under reflux for 1.5 hr. The reaction mixture is poured into ice/dil hydrochloric acid with stirring. The precipitate is collected, washed with water and dried in vacuo. Recrystallization from toluene/acetonitrile affords 2-{[3-(4-chlorophenyl)-1,2-benzisoxazol-6-yl]oxy}pentanoic acid, mp 170° C. Yields the product ClC1=CC=C(C=C1)C1=NOC2=C1C=CC(=C2)OC(C(=O)O)CCC (2-{[3-(4-chlorophenyl)-1,2-benzisoxazol-6-yl]oxy}pentanoic acid). Reactants: COC1=CC=C(C=C1)SCCNC(=O)N1CCOCC1 (N-(2-(4-Methoxyphenylthio)ethyl)morpholine-4-carboxamide), C=O (paraformaldehyde), C1(=CC=C(C=C1)S(=O)(=O)O)C (p-toluenesulfonic acid). The solvent is C1=CC=CC=C1 (benzene). Reaction conditions: temperature 72.5 celsius, time 14 hour. The product is COC=1C=CC2=C(CN(CCS2)C(=O)N2CCOCC2)C1 ((7-Methoxy-2,3-dihydrobenzo[f][1,4]thiazepin-4(5H)-yl)(morpholino)methanone). Isolated yield 50.0%. Reaction SMILES: [CH3:1][O:2][C:3]1[CH:8]=[CH:7][C:6]([S:9][CH2:10][CH2:11][NH:12][C:13]([N:15]2[CH2:20][CH2:19][O:18][CH2:17][CH2:16]2)=[O:14])=[CH:5][CH:4]=1.C=O.[C:23]1(C)C=CC(S(O)(=O)=O)=CC=1>C1C=CC=CC=1>[CH3:1][O:2][C:3]1[CH:4]=[CH:5][C:6]2[S:9][CH2:10][CH2:11][N:12]([C:13]([N:15]3[CH2:20][CH2:19][O:18][CH2:17][CH2:16]3)=[O:14])[CH2:23][C:7]=2[CH:8]=1. Procedure: A mixture of compound 16 (100 mg), paraformaldehyde (110 mg), p-toluenesulfonic acid (60 mg) in benzene (5 mL) was stirred at 70-75° C. for 14 h. The reaction solution was filtrated, washed with sat. NaHCO3 and concentrated to give crude title product 17 in an estimated yield of ˜50% by TLC and NMR. Chromatography on SiO2 (CH2Cl2/EtOAc 10:1) provided pure sample for confirmation of the structure. The reactants are O=C(OC1OC(COCc2ccccc2)C(OCc2ccccc2)C1OCc1ccccc1)c1ccc([N+](=O)[O-])cc1, CN(C)C=O, CCN(C(C)C)C(C)C, Nc1nc(F)nc2nc[nH]c12. The product is Nc1nc(F)nc2c1ncn2C1OC(COCc2ccccc2)C(OCc2ccccc2)C1OCc1ccccc1. Reaction SMILES: [CH2:12]([c:13]1[cH:14][cH:15][cH:16][cH:17][cH:18]1)[O:19][CH:20]1[CH:21]([O:22][C:23](=[O:24])[c:25]2[cH:26][cH:27][c:28]([N+:29]([O-:30])=[O:31])[cH:32][cH:33]2)[O:34][CH:35]([CH2:45][O:46][CH2:47][c:48]2[cH:49][cH:50][cH:51][cH:52][cH:53]2)[CH:36]1[O:37][CH2:38][c:39]1[cH:40][cH:41][cH:42][cH:43][cH:44]1.[CH3:63][N:64]([CH3:65])[CH:66]=[O:67].[CH:54]([N:55]([CH2:56][CH3:57])[CH:58]([CH3:59])[CH3:60])([CH3:61])[CH3:62].[F:1][c:2]1[n:3][c:4]([NH2:11])[c:5]2[nH:6][cH:7][n:8][c:9]2[n:10]1>>[F:1][c:2]1[n:3][c:4]([NH2:11])[c:5]2[n:6][cH:7][n:8]([CH:21]3[CH:20]([O:19][CH2:12][c:13]4[cH:14][cH:15][cH:16][cH:17][cH:18]4)[CH:36]([O:37][CH2:38][c:39]4[cH:40][cH:41][cH:42][cH:43][cH:44]4)[CH:35]([CH2:45][O:46][CH2:47][c:48]4[cH:49][cH:50][cH:51][cH:52][cH:53]4)[O:34]3)[c:9]2[n:10]1. Starting materials: BrCCCCCOC1CCN(CC1)C(=O)OC(C)(C)C (4-(5-bromopentyloxy)-1-N-t-butoxycarbonylpiperidine), CO.C[O-].[Na+] (sodium methoxide methanol). Run in CO (methanol). Product: COCCCCCOC1CCN(CC1)C(=O)OC(C)(C)C (4-(5-methoxypentyloxy)-1-N-t-butoxycarbonylpiperidine). Reaction SMILES: Br[CH2:2][CH2:3][CH2:4][CH2:5][CH2:6][O:7][CH:8]1[CH2:13][CH2:12][N:11]([C:14]([O:16][C:17]([CH3:20])([CH3:19])[CH3:18])=[O:15])[CH2:10][CH2:9]1.[CH3:21][OH:22].C[O-].[Na+]>CO>[CH3:21][O:22][CH2:2][CH2:3][CH2:4][CH2:5][CH2:6][O:7][CH:8]1[CH2:13][CH2:12][N:11]([C:14]([O:16][C:17]([CH3:20])([CH3:19])[CH3:18])=[O:15])[CH2:10][CH2:9]1 |f:1.2.3|. Procedure: To a solution of 4-(5-bromopentyloxy)-1-N-t-butoxycarbonylpiperidine (2.44 g) in methanol (13 ml) was added 28% sodium methoxide methanol solution (14.2 ml), and the mixture was stirred under reflux for 4 hours. The reaction mixture was evaporated in vacuo. The resulting residue was chromatographed on silica gel (250 ml) eluting with a mixture of n-hexane and ethyl acetate (5:1 v/v). The fractions containing the object compound were collected and evaporated under reduced pressure to give 4-(5-me...